This data is from the Open Reaction Database (ORD), a public repository of structured organic reaction records. The task is: describe an organic reaction: reactants, conditions, products, and yield Reactants: C1(CCCCCCCCCCC1)C=CC(=O)OC (methyl 3-cyclododecylprop-2-enoate), [Mg] (magnesium), CCCCCC.C(C)OCC (hexane ethyl ether), ice. Solvent: CO (methanol). Reaction conditions: temperature 160 celsius, time 2 hour. Product: C1(CCCCCCCCCCC1)CCC(=O)OC (3-Cyclododecylpropanoic acid, methyl ester). Yield: 61.3%. Reaction SMILES: [CH:1]1([CH:13]=[CH:14][C:15]([O:17][CH3:18])=[O:16])[CH2:12][CH2:11][CH2:10][CH2:9][CH2:8][CH2:7][CH2:6][CH2:5][CH2:4][CH2:3][CH2:2]1.[Mg].CCCCCC.C(OCC)C>CO>[CH:1]1([CH2:13][CH2:14][C:15]([O:17][CH3:18])=[O:16])[CH2:12][CH2:11][CH2:10][CH2:9][CH2:8][CH2:7][CH2:6][CH2:5][CH2:4][CH2:3][CH2:2]1 |f:2.3|. Reported procedure: To a solution of 12.6 g (50 mmol) of methyl 3-cyclododecylprop-2-enoate in 100 ml of methanol is added 3.6 g (150 mmol), 3 equiv) of magnesium metal (activated by prior heating to 160° C.) and the mixture is stirred at room temperature for 2 hours (ice bath cooling is applied when necessary to control exothermic excursions). The reaction mixture is digested with ice cold 2N hydrochloric acid and is extracted with ethyl ether (3 times). The combined ethereal extracts are washed with 2N hydrochlor... Reactants: C(C)(C)(C)OC(N(C)C1=C(C=CC(=C1)OCC1=CC=CC=C1)NC(COC1=CC=C(C=C1)CC1C(NC(S1)=O)=O)=O)=O (N-[2-[4-(2,4-Dioxothiazolidin-5-ylmethyl)phenoxyacetylamino]-5-benzyloxyphenyl]-N-methylcarbamic acid t-butyl ester), Cl (hydrochloric acid). The solvent is O1CCOCC1 (dioxane). Reaction conditions: time 19 hour. The product is Cl.C(C1=CC=CC=C1)OC=1C=CC2=C(N(C(=N2)COC2=CC=C(CC3C(NC(S3)=O)=O)C=C2)C)C1 (5-[4-(6-Benzyloxy-1-methyl-1H-benzimidazol-2-ylmethoxy)benzyl]thiazolidine-2,4-dione hydrochloride). As a reaction SMILES: C(OC(=O)[N:7]([C:9]1[CH:14]=[C:13]([O:15][CH2:16][C:17]2[CH:22]=[CH:21][CH:20]=[CH:19][CH:18]=2)[CH:12]=[CH:11][C:10]=1[NH:23][C:24](=O)[CH2:25][O:26][C:27]1[CH:32]=[CH:31][C:30]([CH2:33][CH:34]2[S:38][C:37](=[O:39])[NH:36][C:35]2=[O:40])=[CH:29][CH:28]=1)[CH3:8])(C)(C)C.[ClH:43]>O1CCOCC1>[ClH:43].[CH2:16]([O:15][C:13]1[CH:12]=[CH:11][C:10]2[N:23]=[C:24]([CH2:25][O:26][C:27]3[CH:28]=[CH:29][C:30]([CH2:33][CH:34]4[S:38][C:37](=[O:39])[NH:36][C:35]4=[O:40])=[CH:31][CH:32]=3)[N:7]([CH3:8])[C:9]=2[CH:14]=1)[C:17]1[CH:22]=[CH:21][CH:20]=[CH:19][CH:18]=1 |f:3.4|. Procedure: N-[2-[4-(2,4-Dioxothiazolidin-5-ylmethyl)phenoxyacetylamino]-5-benzyloxyphenyl]-N-methylcarbamic acid t-butyl ester (4.27 g) (obtained in Example 2-1) was dissolved in 4N hydrochloric acid in dioxane (30 ml) and the resulting mixture was allowed to stand at room temperature for 19 hours. The reaction mixture was concentrated and to the residue was added ethyl acetate to form crystals. The crystals were washed with ethyl acetate and dried in vacuo to afford the title compound (4.27 g). The reactants are CC(=O)N1CCNCC1, CCOC(C)=O, Cc1nc(Cl)c2nc(-c3ccccc3)cc-2[nH]1, Cl. The product is Cl, CC(=O)N1CCN(c2nc(C)[nH]c3cc(-c4ccccc4)nc2-3)CC1. Reaction SMILES: [C:18]([CH3:19])(=[O:20])[N:21]1[CH2:22][CH2:23][NH:24][CH2:25][CH2:26]1.[CH3:28][CH2:29][O:30][C:31]([CH3:32])=[O:33].[Cl:1][c:2]1[c:3]2[n:11][c:10](-[c:12]3[cH:13][cH:14][cH:15][cH:16][cH:17]3)[cH:9][c:4]-2[nH:5][c:6]([CH3:8])[n:7]1.[ClH:27]>>[ClH:1].[c:2]1([N:24]2[CH2:23][CH2:22][N:21]([C:18]([CH3:19])=[O:20])[CH2:26][CH2:25]2)[c:3]2[n:11][c:10](-[c:12]3[cH:13][cH:14][cH:15][cH:16][cH:17]3)[cH:9][c:4]-2[nH:5][c:6]([CH3:8])[n:7]1.